From a dataset of the Open Reaction Database (ORD), a public repository of structured organic reaction records. describe an organic reaction: reactants, conditions, products, and yield Reactants: [Al+3].[Cl-].[Cl-].[Cl-] (AlCl3), COC(CN(S(=O)(=O)C1=CC=C(C=C1)C)CC1=CC=C(C=C1)F)OC (N-(2,2-Dimethoxy-ethyl)-N-(4-fluoro-benzyl)-4-methyl-benzene-sulfonamide). Solvent: ClCCl (dichloromethane), ClCCl (dichloromethane). Reaction conditions: time 8 hour. The product is FC=1C=C2C=CN=CC2=CC1 (6-Fluoro-isoquinoline). Yield: 29.8%. As a reaction SMILES: [Al+3].[Cl-].[Cl-].[Cl-].CO[CH:7](OC)[CH2:8][N:9]([CH2:20][C:21]1[CH:26]=[CH:25][C:24]([F:27])=[CH:23][CH:22]=1)S(C1C=CC(C)=CC=1)(=O)=O>ClCCl>[F:27][C:24]1[CH:23]=[C:22]2[C:21](=[CH:26][CH:25]=1)[CH:20]=[N:9][CH:8]=[CH:7]2 |f:0.1.2.3|. Procedure details: 41.6 g of AlCl3 were suspended in 400 mL of dichloromethane. At room temperature, a solution of 22.95 g N-(2,2-dimethoxy-ethyl)-N-(4-fluoro-benzyl)-4-methyl-benzenesulfonamide (2) in 150 ml of dichloromethane was added. Stirring was continued at room temperature overnight, the solution was poured on ice, the layers were separated, the aqueous phase was extracted twice with dichloromethane and the combined organic layers were then extracted twice with sodium bicarbonate solution. The organic laye... The reactants are C(=O)C1=C(C=CC=C1[N+](=O)[O-])NC=O (N-(2-formyl-3-nitrophenyl)formamide). Reagents/catalysts: [OH-].[OH-].[Pd+2] (Pd(OH)2 on activated charcoal), [OH-].[OH-].[Pd+2] (Pd(OH)2 on activated charcoal). Run in C1CCOC1 (THF). Conditions: time 4 hour. The product is NC=1C(=C(C=CC1)NC=O)C=O (N-(3-amino-2-formylphenyl)formamide). The yield is 90.7%. As a reaction SMILES: [CH:1]([C:3]1[C:8]([N+:9]([O-])=O)=[CH:7][CH:6]=[CH:5][C:4]=1[NH:12][CH:13]=[O:14])=[O:2]>C1COCC1.[OH-].[OH-].[Pd+2]>[NH2:9][C:8]1[C:3]([CH:1]=[O:2])=[C:4]([NH:12][CH:13]=[O:14])[CH:5]=[CH:6][CH:7]=1 |f:2.3.4|. Procedure details: N-(2-Formyl-3-nitrophenyl)formamide (5a, 51.6 g, 0.27 mol) was dissolved in THF (1 L) and 20 wt % Pd(OH)2 on activated charcoal (4.96 g) was added. Hydrogenation was carried out at 37° C. in an oil bath under H2 atmosphere. After being stirred for 4 h, an additional 20 wt % Pd(OH)2 on activated charcoal (2.01 g) was added and the hydrogenation was continued further at 37° C. in an oil bath. After 22 h, the mixture was filtered and the Pd catalyst separated was washed with THF. The combined filtr...